From a dataset of the Open Reaction Database (ORD), a public repository of structured organic reaction records. describe an organic reaction: reactants, conditions, products, and yield Reported procedure: To a solution of (3RS)-1,3-dihydro-3-(2-indolylcarbonylamino)-5-phenyl-2H-1, 4-benzodiazepine-2-one (394 mg) in N,N-dimethylformamide (4 ml) was added sodium hydride (62% suspension in mineral oil, 44 mg) under stirring at 0° C. in an ice-bath. The mixture was stirred for 1.0 hour at 0° to -5° C. 2-Methoxyethyl chloride (142 mg) was added thereto. The mixture was stirred for 6.0 hours at 60° to 70° C. and cooled. To the cooled reaction mixture were added acetic acid (0.5 ml), ethyl acetate (40 m... Reaction conditions: temperature 0 celsius. Product: N1C(=CC2=CC=CC=C12)C(=O)NC1C(N(C2=C(C(=N1)C1=CC=CC=C1)C=CC=C2)CCOC)=O ((3RS)-1,3-dihydro-3-(2-indolylcarbonylamino)-5-phenyl-1-(2-methoxyethyl)-2H-1, 4-benzodiazepine-2-one). Starting materials: C(C)(=O)O (acetic acid), N1C(=CC2=CC=CC=C12)C(=O)NC1C(NC2=C(C(=N1)C1=CC=CC=C1)C=CC=C2)=O ((3RS)-1,3-dihydro-3-(2-indolylcarbonylamino)-5-phenyl-2H-1, 4-benzodiazepine-2-one), [H-].[Na+] (sodium hydride), COCCCl (2-Methoxyethyl chloride). RXN SMILES: [NH:1]1[C:9]2[C:4](=[CH:5][CH:6]=[CH:7][CH:8]=2)[CH:3]=[C:2]1[C:10]([NH:12][CH:13]1[N:19]=[C:18]([C:20]2[CH:25]=[CH:24][CH:23]=[CH:22][CH:21]=2)[C:17]2[CH:26]=[CH:27][CH:28]=[CH:29][C:16]=2[NH:15][C:14]1=[O:30])=[O:11].[H-].[Na+].[CH3:33][O:34][CH2:35][CH2:36]Cl.C(O)(=O)C>CN(C)C=O.O.C(OCC)(=O)C>[NH:1]1[C:9]2[C:4](=[CH:5][CH:6]=[CH:7][CH:8]=2)[CH:3]=[C:2]1[C:10]([NH:12][CH:13]1[N:19]=[C:18]([C:20]2[CH:25]=[CH:24][CH:23]=[CH:22][CH:21]=2)[C:17]2[CH:26]=[CH:27][CH:28]=[CH:29][C:16]=2[N:15]([CH2:36][CH2:35][O:34][CH3:33])[C:14]1=[O:30])=[O:11] |f:1.2|. Yield: 24.3%. Run in O (water), C(C)(=O)OCC (ethyl acetate), CN(C=O)C (N,N-dimethylformamide). Starting materials: C(C)OC(C1=C(C=C(C=C1)NN1C(C(=C(C1=O)C)C)=O)S(=O)(=O)N)=O (ethyl -2-(aminosulfonyl)-4-[(2,5-dihydro-3,4-dimethyl-2,5-dioxo-1H-pyrrol-1-yl)amino]benzoate), COC1=NC(=NC(=C1)OC)NC(OC1=CC=CC=C1)=O (phenyl (4,6-dimethoxypyrimidin-2-yl)carbamate), Cl (hydrochloric acid), ice water, resultant mixture, N12CCCCCC2=NCCC1 (1,8-diazabicyclo[5.4.0]undec-7-ene). The solvent is CN(C(C)=O)C (N,N-dimethylacetamide). Reaction conditions: time 5 minute. The product is CC=1C(N(C(C1C)=O)NC1=CC(=C(C(=O)OCC)C=C1)S(=O)(=O)NC(=O)NC1=NC(=CC(=N1)OC)OC)=O (ethyl 4-[(2,5-dihydro-3,4-dimethyl-2,5-dioxo- 1H-pyrrol-1-yl)amino1-2-[(4.6-dimethoxypyrimidin-2-yl)aminocarbonylaminosulfonyl]benzoate). As a reaction SMILES: [CH2:1]([O:3][C:4](=[O:25])[C:5]1[CH:10]=[CH:9][C:8]([NH:11][N:12]2[C:16](=[O:17])[C:15]([CH3:18])=[C:14]([CH3:19])[C:13]2=[O:20])=[CH:7][C:6]=1[S:21]([NH2:24])(=[O:23])=[O:22])[CH3:2].[CH3:26][O:27][C:28]1[CH:33]=[C:32]([O:34][CH3:35])[N:31]=[C:30]([NH:36][C:37](=O)[O:38]C2C=CC=CC=2)[N:29]=1.N12CCCN=C1CCCCC2.Cl>CN(C)C(=O)C>[CH3:18][C:15]1[C:16](=[O:17])[N:12]([NH:11][C:8]2[CH:9]=[CH:10][C:5]([C:4]([O:3][CH2:1][CH3:2])=[O:25])=[C:6]([S:21]([NH:24][C:37]([NH:36][C:30]3[N:29]=[C:28]([O:27][CH3:26])[CH:33]=[C:32]([O:34][CH3:35])[N:31]=3)=[O:38])(=[O:23])=[O:22])[CH:7]=2)[C:13](=[O:20])[C:14]=1[CH3:19]. Procedure details: At room temperature, 158 mg (0.43 mmol) of ethyl -2-(aminosulfonyl)-4-[(2,5-dihydro-3,4-dimethyl-2,5-dioxo-1H-pyrrol-1-yl)amino]benzoate and 118 mg (0.43 mmol) of phenyl (4,6-dimethoxypyrimidin-2-yl)carbamate were dissolved in 1.5 ml of N,N-dimethylacetamide. Then, 73 mg of 1,8-diazabicyclo[5.4.0]undec-7-ene were added, followed by stirring for 5 minutes. The resultant mixture was allowed to stand for 15 hours. Thereafter, 0.2 ml of 35% hydrochloric acid was added to 20 ml of ice water, followed... Reactants: CS(=O)(=O)O, CCO, CCOCC, CN(CCOc1ccc(CC2SC(=O)NC2=O)cc1)c1ccccn1. The product is CS(=O)(=O)O, CN(CCOc1ccc(CC2SC(=O)NC2=O)cc1)c1ccccn1. As a reaction SMILES: [CH3:1][S:2]([OH:3])(=[O:4])=[O:5].[CH3:31][CH2:32][OH:33].[CH3:34][CH2:35][O:36][CH2:37][CH3:38].[CH3:6][N:7]([c:8]1[n:9][cH:10][cH:11][cH:12][cH:13]1)[CH2:14][CH2:15][O:16][c:17]1[cH:18][cH:19][c:20]([CH2:21][CH:22]2[C:23](=[O:28])[NH:24][C:25](=[O:27])[S:26]2)[cH:29][cH:30]1>>[CH3:1][S:2](=[O:3])(=[O:4])[OH:5].[CH3:6][N:7]([c:8]1[n:9][cH:10][cH:11][cH:12][cH:13]1)[CH2:14][CH2:15][O:16][c:17]1[cH:18][cH:19][c:20]([CH2:21][CH:22]2[C:23](=[O:28])[NH:24][C:25](=[O:27])[S:26]2)[cH:29][cH:30]1. Reactants: Cc1cc(O)nc(N)n1, O=C(Cl)C1(c2ccc3c(c2)OCO3)CC1, c1ccncc1. Product: Cc1cc(O)nc(NC(=O)C2(c3ccc4c(c3)OCO4)CC2)n1. RXN SMILES: [CH3:16][c:17]1[cH:18][c:19]([OH:20])[n:21][c:22]([NH2:23])[n:24]1.[O:1]1[CH2:2][O:3][c:4]2[c:5]1[cH:6][cH:7][c:8]([C:10]1([C:13](=[O:14])[Cl:15])[CH2:11][CH2:12]1)[cH:9]2.[cH:25]1[cH:26][cH:27][n:28][cH:29][cH:30]1>>[O:1]1[CH2:2][O:3][c:4]2[c:5]1[cH:6][cH:7][c:8]([C:10]1([C:13](=[O:14])[NH:23][c:22]3[n:21][c:19]([OH:20])[cH:18][c:17]([CH3:16])[n:24]3)[CH2:11][CH2:12]1)[cH:9]2. The reactants are CC1CN(C(=O)OC(C)(C)C)CCC1c1csc(Nc2ncc(Sc3ccccn3)cc2Oc2ccccc2)n1, CO, ClCCl, Cl, C1COCCO1. Yields the product CC1CNCCC1c1csc(Nc2ncc(Sc3ccccn3)cc2Oc2ccccc2)n1. As a reaction SMILES: [CH3:1][CH:2]1[CH2:3][N:4]([C:34]([O:35][C:36]([CH3:37])([CH3:38])[CH3:39])=[O:40])[CH2:5][CH2:6][CH:7]1[c:8]1[n:9][c:10]([NH:13][c:14]2[n:15][cH:16][c:17]([S:27][c:28]3[n:29][cH:30][cH:31][cH:32][cH:33]3)[cH:18][c:19]2[O:20][c:21]2[cH:22][cH:23][cH:24][cH:25][cH:26]2)[s:11][cH:12]1.[CH3:44][OH:45].[Cl:41][CH2:42][Cl:43].[ClH:46].[O:47]1[CH2:48][CH2:49][O:50][CH2:51][CH2:52]1>>[CH3:1][CH:2]1[CH2:3][NH:4][CH2:5][CH2:6][CH:7]1[c:8]1[n:9][c:10]([NH:13][c:14]2[n:15][cH:16][c:17]([S:27][c:28]3[n:29][cH:30][cH:31][cH:32][cH:33]3)[cH:18][c:19]2[O:20][c:21]2[cH:22][cH:23][cH:24][cH:25][cH:26]2)[s:11][cH:12]1. Starting materials: CN1C(=CC=C1)CS (1-methyl-2-mercaptomethyl-pyrrole), C(C)N1C(C=2C(C1=O)=CC=CC2)=S (N-ethylthiophthalimide). Product: CN1C(=CC=C1)CSSCC ((1-methyl-2-pyrrolyl)methyl-ethyl-disulphide). Reaction SMILES: [CH3:1][N:2]1[CH:6]=[CH:5][CH:4]=[C:3]1[CH2:7][SH:8].C(N1C(=O)C2=CC=CC=[C:13]2[C:12]1=[S:21])C>>[CH3:1][N:2]1[CH:6]=[CH:5][CH:4]=[C:3]1[CH2:7][S:8][S:21][CH2:12][CH3:13]. Procedure: Starting from 1-methyl-2-mercaptomethyl-pyrrole and N-ethylthiophthalimide there is obtained (1-methyl-2-pyrrolyl)methyl-ethyl-disulphide.